From a dataset of the Open Reaction Database (ORD), a public repository of structured organic reaction records. describe an organic reaction: reactants, conditions, products, and yield The reactants are CN(C)CCN, ClC(Cl)Cl, Cl, O=S(Cl)Cl, c1ccncc1, CC(C(=O)O)c1ccc(-c2cn3ccccc3n2)cc1. Yields the product CC(C(=O)NCCN(C)C)c1ccc(-c2cn3ccccc3n2)cc1. As a reaction SMILES: [CH3:26][N:27]([CH2:28][CH2:29][NH2:30])[CH3:31].[CH:32]([Cl:33])([Cl:34])[Cl:35].[ClH:1].[S:22]([Cl:23])([Cl:24])=[O:25].[cH:36]1[cH:37][cH:38][n:39][cH:40][cH:41]1.[n:2]1[c:3](-[c:11]2[cH:12][cH:13][c:14]([CH:17]([C:18](=[O:19])[OH:20])[CH3:21])[cH:15][cH:16]2)[cH:4][n:5]2[c:6]1[cH:7][cH:8][cH:9][cH:10]2>>[n:2]1[c:3](-[c:11]2[cH:12][cH:13][c:14]([CH:17]([C:18](=[O:20])[NH:30][CH2:29][CH2:28][N:27]([CH3:26])[CH3:31])[CH3:21])[cH:15][cH:16]2)[cH:4][n:5]2[c:6]1[cH:7][cH:8][cH:9][cH:10]2. The reactants are CC(=O)[O-], CC(=O)[O-], CC(C)CN1CCN2CCN(CC(C)C)P1N(CC(C)C)CC2, Cc1cc(S(C)(=O)=O)ncc1N, CC(C)(C)[O-], COc1c(Cl)ncnc1OC1CCN(C(=O)OC(C)C)CC1, [Na+], C1COCCO1, [Pd+2]. Product: COc1c(Nc2cnc(S(C)(=O)=O)cc2C)ncnc1OC1CCN(C(=O)OC(C)C)CC1, Cl. RXN SMILES: [C:70]([O-:71])(=[O:72])[CH3:73].[C:75]([O-:76])(=[O:77])[CH3:78].[CH2:35]([N:36]1[CH2:37][CH2:38][N:39]2[CH2:40][CH2:41][N:42]([CH2:43][CH:44]([CH3:45])[CH3:46])[P:47]1[N:48]([CH2:49][CH:50]([CH3:51])[CH3:52])[CH2:53][CH2:54]2)[CH:55]([CH3:56])[CH3:57].[CH3:23][S:24](=[O:25])(=[O:26])[c:27]1[cH:28][c:29]([CH3:34])[c:30]([NH2:33])[cH:31][n:32]1.[CH3:58][C:59]([O-:60])([CH3:61])[CH3:62].[CH:1]([CH3:2])([CH3:3])[O:4][C:5](=[O:6])[N:7]1[CH2:8][CH2:9][CH:10]([O:13][c:14]2[n:15][cH:16][n:17][c:18]([Cl:22])[c:19]2[O:20][CH3:21])[CH2:11][CH2:12]1.[Na+:63].[O:64]1[CH2:65][CH2:66][O:67][CH2:68][CH2:69]1.[Pd+2:74]>>[CH:1]([CH3:2])([CH3:3])[O:4][C:5](=[O:6])[N:7]1[CH2:8][CH2:9][CH:10]([O:13][c:14]2[n:15][cH:16][n:17][c:18]([NH:33][c:30]3[c:29]([CH3:34])[cH:28][c:27]([S:24]([CH3:23])(=[O:25])=[O:26])[n:32][cH:31]3)[c:19]2[O:20][CH3:21])[CH2:11][CH2:12]1.[ClH:22]. Reactants: BrC=1C=C(C=CC1)C(CC(C(=O)OCC)O)=C (ethyl 4-(3-bromophenyl)-2-hydroxypent-4-enoate), N1=C(C=CC=C1C)C (2,6-lutidine), NC(=S)N (Thiourea), FC(S(=O)(=O)OS(=O)(=O)C(F)(F)F)(F)F (trifluoromethanesulfonic anhydride). The solvent is C(C)#N (acetonitrile). Conditions: temperature 0 celsius, time 20 minute. Yields the product NC=1SC(CC(N1)(C)C1=CC(=CC=C1)Br)C(=O)OCC (Ethyl 2-amino-4-(3-bromophenyl)-4-methyl-5,6-dihydro-4H-1,3-thiazine-6-carboxylate). RXN SMILES: [Br:1][C:2]1[CH:3]=[C:4]([C:8](=[CH2:17])[CH2:9][CH:10](O)[C:11]([O:13][CH2:14][CH3:15])=[O:12])[CH:5]=[CH:6][CH:7]=1.N1C(C)=CC=CC=1C.FC(F)(F)S(OS(C(F)(F)F)(=O)=O)(=O)=O.[NH2:41][C:42]([NH2:44])=[S:43]>C(#N)C>[NH2:44][C:42]1[S:43][CH:10]([C:11]([O:13][CH2:14][CH3:15])=[O:12])[CH2:9][C:8]([C:4]2[CH:5]=[CH:6][CH:7]=[C:2]([Br:1])[CH:3]=2)([CH3:17])[N:41]=1. Procedure: To a solution of ethyl 4-(3-bromophenyl)-2-hydroxypent-4-enoate (5.1 g, 17 mmoles) in acetonitrile (68 mL) is added 2,6-lutidine (2.19 g, 20.4 mmol, 1.2 equiv). The reaction is cooled to 0° C. and trifluoromethanesulfonic anhydride (3.30 mL, 19.6 mmol, 1.15 equiv) is added dropwise over approximately 5 minutes. The mixture is stirred at 0° C. for 20 minutes. Thiourea (2.59 g, 34.0 mmol, 2 equiv) is added and the reaction is warmed to room temperature. After 45 minutes, the mixture is concentrate...